This data is from the Open Reaction Database (ORD), a public repository of structured organic reaction records. The task is: describe an organic reaction: reactants, conditions, products, and yield Reactants: CC(=O)[O-], CCO, O=Cc1ccc(OC2CCCCC2)cc1, Cl, NNC(N)=O, [Na+], O. Yields the product NC(=O)NN=Cc1ccc(OC2CCCCC2)cc1. RXN SMILES: [CH3:23][C:24](=[O:25])[O-:26].[CH3:27][CH2:28][OH:29].[CH:1]1([O:7][c:8]2[cH:9][cH:10][c:11]([CH:12]=[O:13])[cH:14][cH:15]2)[CH2:2][CH2:3][CH2:4][CH2:5][CH2:6]1.[ClH:16].[NH2:17][NH:18][C:19](=[O:20])[NH2:21].[Na+:22].[OH2:30]>>[CH:1]1([O:7][c:8]2[cH:9][cH:10][c:11]([CH:12]=[N:17][NH:18][C:19](=[O:20])[NH2:21])[cH:14][cH:15]2)[CH2:2][CH2:3][CH2:4][CH2:5][CH2:6]1. Reactants: C(C1=CC=CC=C1)OC1=C(C=C(C=C1O)CC)OCCCCCC(C)(C)C#N (1-Benzyloxy-2-(6-cyano-6-methylheptyloxy)-4-ethyl-6-hydroxy benzene), CI (methyliodide). The product is C(C1=CC=CC=C1)OC1=C(C=C(C=C1OC)CC)OCCCCCC(C)(C)C#N (1-Benzyloxy-2-(6-cyano-6-methylheptyloxy)-4-ethyl -6-methoxy benzene). Yield: 75.0%. RXN SMILES: [CH2:1]([O:8][C:9]1[C:14]([OH:15])=[CH:13][C:12]([CH2:16][CH3:17])=[CH:11][C:10]=1[O:18][CH2:19][CH2:20][CH2:21][CH2:22][CH2:23][C:24]([C:27]#[N:28])([CH3:26])[CH3:25])[C:2]1[CH:7]=[CH:6][CH:5]=[CH:4][CH:3]=1.[CH3:29]I>>[CH2:1]([O:8][C:9]1[C:14]([O:15][CH3:29])=[CH:13][C:12]([CH2:16][CH3:17])=[CH:11][C:10]=1[O:18][CH2:19][CH2:20][CH2:21][CH2:22][CH2:23][C:24]([C:27]#[N:28])([CH3:25])[CH3:26])[C:2]1[CH:3]=[CH:4][CH:5]=[CH:6][CH:7]=1. Procedure: 1-Benzyloxy-2-(6-cyano-6-methylheptyloxy)-4-ethyl -6-methoxy benzene was prepared in 75% yield as a white solid from 1-Benzyloxy-2-(6-cyano-6-methylheptyloxy)-4-ethyl-6-hydroxy benzene and methyliodide. Starting materials: CC(=O)Cl, Cc1ccc(F)cc1C1NC(=O)CC(c2cc(Cl)ccc2OC2CCNCC2)C12C(=O)Nc1cc(Cl)ccc12, ClCCl, c1ccncc1. Product: CC(=O)N1CCC(Oc2ccc(Cl)cc2C2CC(=O)NC(c3cc(F)ccc3C)C23C(=O)Nc2cc(Cl)ccc23)CC1. RXN SMILES: [CH3:40][C:41]([Cl:42])=[O:43].[Cl:1][c:2]1[cH:3][cH:4][c:5]2[c:9]([cH:10]1)[NH:8][C:7](=[O:11])[C:6]21[CH:12]([c:32]2[c:33]([CH3:39])[cH:34][cH:35][c:36]([F:38])[cH:37]2)[NH:13][C:14](=[O:31])[CH2:15][CH:16]1[c:17]1[c:18]([O:24][CH:25]2[CH2:26][CH2:27][NH:28][CH2:29][CH2:30]2)[cH:19][cH:20][c:21]([Cl:23])[cH:22]1.[Cl:50][CH2:51][Cl:52].[cH:44]1[cH:45][cH:46][n:47][cH:48][cH:49]1>>[Cl:1][c:2]1[cH:3][cH:4][c:5]2[c:9]([cH:10]1)[NH:8][C:7](=[O:11])[C:6]21[CH:12]([c:32]2[c:33]([CH3:39])[cH:34][cH:35][c:36]([F:38])[cH:37]2)[NH:13][C:14](=[O:31])[CH2:15][CH:16]1[c:17]1[c:18]([O:24][CH:25]2[CH2:26][CH2:27][N:28]([C:41]([CH3:40])=[O:43])[CH2:29][CH2:30]2)[cH:19][cH:20][c:21]([Cl:23])[cH:22]1. The reactants are O (Water), [OH-].[Li+] (lithium hydroxide), COC(=O)C=1OC=2CN(CCC2N1)C (2-methoxycarbonyl-5-methyl-4,5,6,7-tetrahydrooxazolo[5,4-c]pyridine). The solvent is O1CCCC1 (tetrahydrofuran). Reaction conditions: time 10 minute. The product is CN1CC2=C(CC1)N=C(O2)C(=O)[O-].[Li+] (Lithium 5-methyl-4,5,6,7-tetrahydrooxazolo[5,4-c]-pyridine-2-carboxylate). Yield: 107.6%. Reaction SMILES: O.[OH-].[Li+:3].C[O:5][C:6]([C:8]1[O:9][C:10]2[CH2:11][N:12]([CH3:17])[CH2:13][CH2:14][C:15]=2[N:16]=1)=[O:7]>O1CCCC1>[CH3:17][N:12]1[CH2:13][CH2:14][C:15]2[N:16]=[C:8]([C:6]([O-:7])=[O:5])[O:9][C:10]=2[CH2:11]1.[Li+:3] |f:1.2,5.6|. Procedure details: Water (6.0 ml) and lithium hydroxide (99.7 mg) were added to a solution of 2-methoxycarbonyl-5-methyl-4,5,6,7-tetrahydrooxazolo[5,4-c]pyridine (800 mg) in tetrahydrofuran (24 ml) at room temperature, and the mixture was stirred for 10 minutes. The reaction mixture was concentrated under reduced pressure to obtain the title compound (825 mg).